Dataset: the Open Reaction Database (ORD), a public repository of structured organic reaction records. Task: describe an organic reaction: reactants, conditions, products, and yield The yield is 63.0%. The reactants are CS(=O)(=O)OC[C@H](O)[C@@H](O)COS(=O)(=O)C (L-threitol 1,4-bis(methanesulfonate)), C=O (formaldehyde), S(O)(O)(=O)=O (sulfuric acid). Procedure details: L-threitol 1,4-bis(methanesulfonate) was reacted with formaldehyde and concentrated sulfuric acid as described in J. Med. Chem., 7, 14 (1964) to yield 2,3-O-methylene-L-threitol 1,4-bis-(methanesulfonate) in 63% yield. Reaction SMILES: [CH3:1][S:2]([O:5][CH2:6][C@@H:7]([C@H:9]([CH2:11][O:12][S:13]([CH3:16])(=[O:15])=[O:14])[OH:10])[OH:8])(=[O:4])=[O:3].[CH2:17]=O.S(=O)(=O)(O)O>>[CH3:16][S:13]([O:12][CH2:11][C@:9]1([CH2:17][O:8][C@H:7]1[CH2:6][O:5][S:2]([CH3:1])(=[O:3])=[O:4])[OH:10])(=[O:15])=[O:14]. Yields the product CS(=O)(=O)OC[C@]1(O)[C@@H](OC1)COS(=O)(=O)C (2,3-O-methylene-L-threitol 1,4-bis-(methanesulfonate)). Reactants: CS(=O)(=O)Cl, Cl, Nc1ccc(CC(=O)O)cc1, [Na+], [Na+], O=C([O-])[O-], O. Product: CS(=O)(=O)Nc1ccc(CC(=O)O)cc1. Reaction SMILES: [CH3:18][S:19]([Cl:20])(=[O:21])=[O:22].[ClH:23].[NH2:7][c:8]1[cH:9][cH:10][c:11]([CH2:14][C:15](=[O:16])[OH:17])[cH:12][cH:13]1.[Na+:1].[Na+:2].[O-:3][C:4](=[O:5])[O-:6].[OH2:24]>>[NH:7]([c:8]1[cH:9][cH:10][c:11]([CH2:14][C:15](=[O:16])[OH:17])[cH:12][cH:13]1)[S:19]([CH3:18])(=[O:21])=[O:22].